Dataset: the Open Reaction Database (ORD), a public repository of structured organic reaction records. Task: describe an organic reaction: reactants, conditions, products, and yield Starting materials: NC1=NC(=CC(=N1)N1CCC2(C[C@H](N(C2)C(=O)OCC2=CC=CC=C2)C(=O)OCC)CC1)O[C@@H](C(F)(F)F)C1=C(C=C(C=C1)Br)N1N=C(C=C1)C ((S)-2-benzyl 3-ethyl 8-(2-amino-6-((R)-1-(4-bromo-2-(3-methyl-1H-pyrazol-1-yl)phenyl)-2,2,2-trifluoroethoxy)pyrimidin-4-yl)-2,8-diazaspiro[4.5]decane-2,3-dicarboxylate), CC1(OB(OC1(C)C)C=C)C (4,4,5,5-tetramethyl-2-vinyl-1,3,2-dioxaborolane), KHCO3. Reagents/catalysts: Cl[Pd]([P](C1=CC=CC=C1)(C2=CC=CC=C2)C3=CC=CC=C3)([P](C4=CC=CC=C4)(C5=CC=CC=C5)C6=CC=CC=C6)Cl (PdCl2(PPh3)2). Run in O (water), CCO (EtOH), O (H2O). Run at temperature 80 celsius. Product: NC1=NC(=CC(=N1)N1CCC2(C[C@H](N(C2)C(=O)OCC2=CC=CC=C2)C(=O)OCC)CC1)O[C@@H](C(F)(F)F)C1=C(C=C(C=C1)C=C)N1N=C(C=C1)C ((S)-2-benzyl 3-ethyl 8-(2-amino-6-((R)-2,2,2-trifluoro-1-(2-(3-methyl-1H-pyrazol-1-yl)-4-vinylphenyl)ethoxy)pyrimidin-4-yl)-2,8-diazaspiro[4.5]decane-2,3-dicarboxylate). Reaction SMILES: [NH2:1][C:2]1[N:7]=[C:6]([N:8]2[CH2:32][CH2:31][C:11]3([CH2:15][N:14]([C:16]([O:18][CH2:19][C:20]4[CH:25]=[CH:24][CH:23]=[CH:22][CH:21]=4)=[O:17])[C@H:13]([C:26]([O:28][CH2:29][CH3:30])=[O:27])[CH2:12]3)[CH2:10][CH2:9]2)[CH:5]=[C:4]([O:33][C@H:34]([C:39]2[CH:44]=[CH:43][C:42](Br)=[CH:41][C:40]=2[N:46]2[CH:50]=[CH:49][C:48]([CH3:51])=[N:47]2)[C:35]([F:38])([F:37])[F:36])[N:3]=1.[CH3:52][C:53]1(C)C(C)(C)OB(C=C)O1>CCO.O.Cl[Pd](Cl)([P](C1C=CC=CC=1)(C1C=CC=CC=1)C1C=CC=CC=1)[P](C1C=CC=CC=1)(C1C=CC=CC=1)C1C=CC=CC=1>[NH2:1][C:2]1[N:7]=[C:6]([N:8]2[CH2:32][CH2:31][C:11]3([CH2:15][N:14]([C:16]([O:18][CH2:19][C:20]4[CH:25]=[CH:24][CH:23]=[CH:22][CH:21]=4)=[O:17])[C@H:13]([C:26]([O:28][CH2:29][CH3:30])=[O:27])[CH2:12]3)[CH2:10][CH2:9]2)[CH:5]=[C:4]([O:33][C@H:34]([C:39]2[CH:44]=[CH:43][C:42]([CH:52]=[CH2:53])=[CH:41][C:40]=2[N:46]2[CH:50]=[CH:49][C:48]([CH3:51])=[N:47]2)[C:35]([F:38])([F:37])[F:36])[N:3]=1 |^1:69,88|. Procedure: To a solution of (S)-2-benzyl 3-ethyl 8-(2-amino-6-((R)-1-(4-bromo-2-(3-methyl-1H-pyrazol-1-yl)phenyl)-2,2,2-trifluoroethoxy)pyrimidin-4-yl)-2,8-diazaspiro[4.5]decane-2,3-dicarboxylate (300 mg, 0.388 mmol, see Example 1u) in EtOH:H2O (15 mL) was added 4,4,5,5-tetramethyl-2-vinyl-1,3,2-dioxaborolane (90 mg, 0.58 mmol), KHCO3 (389 mg, 3.88 mmol), and PdCl2(PPh3)2 (41 mg, 0.058 mmol). The reaction mixture was heated to 80° C. for 1 h, then cooled to RT. The reaction was diluted with water, extracte... The reactants are ClC=1C=C(C=CC1Cl)N1N=CC(=C1C)C(=O)O (1-(3,4-dichlorophenyl)-5-methylpyrazole-4-carboxylic acid), NC=1C=CC(=C(C#N)C1)N1CCN(CC1)C1CCOCC1 (5-amino-2-[4-(3,4,5,6-tetrahydro-2H-pyran-4-yl)piperazin-1-yl]benzonitrile). Procedure: By the reaction and treatment in the same manner as in Example 64 using 1-(3,4-dichlorophenyl)-5-methylpyrazole-4-carboxylic acid (1.0 g) and 5-amino-2-[4-(3,4,5,6-tetrahydro-2H-pyran-4-yl)piperazin-1-yl]benzonitrile (1.1 g), the title compound (0.6 g) was obtained, melting point: 242° C. Yields the product ClC=1C=C(C=CC1Cl)N1N=CC(=C1C)C(=O)NC1=CC(=C(C=C1)N1CCN(CC1)C1CCOCC1)C#N (1-(3,4-Dichlorophenyl)-N-{3-cyano-4-[4-(3,4,5,6-tetrahydro-2H-pyran-4-yl)piperazin-1-yl]phenyl}-5-methylpyrazole-4-carboxamide). The yield is 30.2%. As a reaction SMILES: [Cl:1][C:2]1[CH:3]=[C:4]([N:9]2[C:13]([CH3:14])=[C:12]([C:15]([OH:17])=O)[CH:11]=[N:10]2)[CH:5]=[CH:6][C:7]=1[Cl:8].[NH2:18][C:19]1[CH:20]=[CH:21][C:22]([N:27]2[CH2:32][CH2:31][N:30]([CH:33]3[CH2:38][CH2:37][O:36][CH2:35][CH2:34]3)[CH2:29][CH2:28]2)=[C:23]([CH:26]=1)[C:24]#[N:25]>>[Cl:1][C:2]1[CH:3]=[C:4]([N:9]2[C:13]([CH3:14])=[C:12]([C:15]([NH:18][C:19]3[CH:20]=[CH:21][C:22]([N:27]4[CH2:32][CH2:31][N:30]([CH:33]5[CH2:34][CH2:35][O:36][CH2:37][CH2:38]5)[CH2:29][CH2:28]4)=[C:23]([C:24]#[N:25])[CH:26]=3)=[O:17])[CH:11]=[N:10]2)[CH:5]=[CH:6][C:7]=1[Cl:8].